Dataset: the Open Reaction Database (ORD), a public repository of structured organic reaction records. Task: describe an organic reaction: reactants, conditions, products, and yield Starting materials: BrC=1C2=C(N=C(N1)C1=NN(C3=NC=CC=C31)CCC(C(F)(F)F)(F)F)NC(C2(C(=O)OCC)C)=O (ethyl 4-bromo-5-methyl-6-oxo-2-[1-(3,3,4,4,4-pentafluorobutyl)-1H-pyrazolo[3,4-b]pyridin-3-yl]-6,7-dihydro-5H-pyrrolo[2,3-d]pyrimidine-5-carboxylate), CN (methylamine). Run in C1CCOC1 (THF). Product: CC1(C(NC=2N=C(N=C(C21)NC)C2=NN(C1=NC=CC=C12)CCC(C(F)(F)F)(F)F)=O)C(=O)OCC (ethyl 5-methyl-4-(methylamino)-6-oxo-2-[1-(3,3,4,4,4-pentafluorobutyl)-1H-pyrazolo[3,4-b]pyridin-3-yl]-6,7-dihydro-5H-pyrrolo[2,3-d]pyrimidine-5-carboxylate). Reaction SMILES: Br[C:2]1[C:3]2[C:28]([CH3:34])([C:29]([O:31][CH2:32][CH3:33])=[O:30])[C:27](=[O:35])[NH:26][C:4]=2[N:5]=[C:6]([C:8]2[C:16]3[C:11](=[N:12][CH:13]=[CH:14][CH:15]=3)[N:10]([CH2:17][CH2:18][C:19]([F:25])([F:24])[C:20]([F:23])([F:22])[F:21])[N:9]=2)[N:7]=1.[CH3:36][NH2:37]>C1COCC1>[CH3:34][C:28]1([C:29]([O:31][CH2:32][CH3:33])=[O:30])[C:3]2[C:2]([NH:37][CH3:36])=[N:7][C:6]([C:8]3[C:16]4[C:11](=[N:12][CH:13]=[CH:14][CH:15]=4)[N:10]([CH2:17][CH2:18][C:19]([F:24])([F:25])[C:20]([F:23])([F:22])[F:21])[N:9]=3)=[N:5][C:4]=2[NH:26][C:27]1=[O:35]. Procedure: The intermediate from Step A above (190 mg, 0.337 mmol), methylamine (2M in THF) (0.843 mL, 1.687 mmol) and THF (2 mL) were sealed in a microwave tube and subjected to microwave irradiation at 150° C. for 3 h. The reaction mixture was partitioned between brine and EtOAc. The combined organic extracts were dried (Na2SO4), filtered and concentrated in vacuo to afford a dark solid. The residue was purified by reverse phase preparative HPLC to give the title product, as a solid. 1H NMR (500 MHz, DMS... Reactants: C(C)C1C(C2=CC=CC(=C2C1)C)O (2-ethyl-4-methyl-1-indanol), O.C1(=CC=C(C=C1)S(=O)(=O)O)C (p-toluenesulfonic acid monohydrate). Solvent: C1(=CC=CC=C1)C (toluene). Yields the product C(C)C1C(C2=CC=CC(=C2C1)C)=O (2-Ethyl-4-methyl-1-indanone). Reaction SMILES: [CH2:1]([CH:3]1[CH2:11][C:10]2[C:5](=[CH:6][CH:7]=[CH:8][C:9]=2[CH3:12])[CH:4]1[OH:13])[CH3:2].O.C1(C)C=CC(S(O)(=O)=O)=CC=1>C1(C)C=CC=CC=1>[CH2:1]([CH:3]1[CH2:11][C:10]2[C:5](=[CH:6][CH:7]=[CH:8][C:9]=2[CH3:12])[C:4]1=[O:13])[CH3:2] |f:1.2|. Procedure: The non-purified 2-ethyl-4-methyl-1-indanol was treated on a steam bath in 700 ml of toluene in the presence of 0.75 g of p-toluenesulfonic acid monohydrate for 2 hours. The solvent mixture was removed in vacuo, the residue was taken up in ether, and the mixture was washed with saturated NaHCO3 solution and NaCl solution and dried over MgSO4. The solvent was removed in vacuo and the residue was distilled (62° C./0.2 mmHg).